From a dataset of the Open Reaction Database (ORD), a public repository of structured organic reaction records. describe an organic reaction: reactants, conditions, products, and yield Reactants: C(C)[C@@H]1[C@@H]([C@]2(C)[C@@H](C1)[C@@H]1CCC3=CC(CC[C@@H]3[C@H]1CC2)=O)OC(CBr)=O (16β-ethyl-17β-bromoacetoxy-4-estren-3-one), C(=O)[O-].[K+] (potassium formate). Solvent: CO (methanol). The product is C(C)[C@@H]1[C@@H]([C@]2(C)[C@@H](C1)[C@@H]1CCC3=CC(CC[C@@H]3[C@H]1CC2)=O)OC(CO)=O (16β-Ethyl-17β-glycoloyloxy-4-estren-3-one). Isolated yield 75.2%. As a reaction SMILES: [CH2:1]([C@H:3]1[CH2:8][C@H:7]2[C@H:9]3[C@H:18]([CH2:19][CH2:20][C@:5]2([CH3:6])[C@H:4]1[O:22][C:23](=[O:26])[CH2:24]Br)[C@@H:17]1[C:12](=[CH:13][C:14](=[O:21])[CH2:15][CH2:16]1)[CH2:11][CH2:10]3)[CH3:2].C([O-])=[O:28].[K+]>CO>[CH2:1]([C@H:3]1[CH2:8][C@H:7]2[C@H:9]3[C@H:18]([CH2:19][CH2:20][C@:5]2([CH3:6])[C@H:4]1[O:22][C:23](=[O:26])[CH2:24][OH:28])[C@@H:17]1[C:12](=[CH:13][C:14](=[O:21])[CH2:15][CH2:16]1)[CH2:11][CH2:10]3)[CH3:2] |f:1.2|. Procedure details: A mixture of 5.0 g of 16β-ethyl-17β-bromoacetoxy-4-estren-3-one and 5.0 g of potassium formate is refluxed in 100 ml of methanol for 4 hours. The solvent is distilled off under reduced pressure and water is added to the residue. The mixture is extracted with 150 ml of ethyl acetate, and the ethyl acetate layer is washed with water and saturated aqueous sodium chloride solution and dried over anhydrous magnesium sulfate. The solvent is then distilled off under reduced pressure and the resulting c...